From a dataset of the Open Reaction Database (ORD), a public repository of structured organic reaction records. describe an organic reaction: reactants, conditions, products, and yield Starting materials: C(C)OC(=O)C=1C=NN2C1N=CC(=C2O)C(=O)O (3-Ethoxycarbonyl-7-hydroxypyrazolo[1,5-a]pyrimidine-6-carboxylic acid), Cl.O=C1OC2(CCNCC2)C2=CC=CC=C12 (3-oxo-3H-spiro[isobenzofuran-1,4′-piperidine]hydrochloride). Yields the product C(C)OC(=O)C=1C=NN2C1N=CC(=C2O)C(=O)N2CCC1(CC2)OC(C2=CC=CC=C21)=O (3-Ethoxycarbonyl-7-hydroxy-6-(3-oxo-3H-spiro[isobenzofuran-1,4′-piperidine]-1′-ylcarbonyl)pyrazolo[1,5-a]pyrimidine). Isolated yield 89.0%. Reaction SMILES: [CH2:1]([O:3][C:4]([C:6]1[CH:7]=[N:8][N:9]2[C:14]([OH:15])=[C:13]([C:16]([OH:18])=O)[CH:12]=[N:11][C:10]=12)=[O:5])[CH3:2].Cl.[O:20]=[C:21]1[C:34]2[C:29](=[CH:30][CH:31]=[CH:32][CH:33]=2)[C:23]2([CH2:28][CH2:27][NH:26][CH2:25][CH2:24]2)[O:22]1>>[CH2:1]([O:3][C:4]([C:6]1[CH:7]=[N:8][N:9]2[C:14]([OH:15])=[C:13]([C:16]([N:26]3[CH2:27][CH2:28][C:23]4([C:29]5[C:34](=[CH:33][CH:32]=[CH:31][CH:30]=5)[C:21](=[O:20])[O:22]4)[CH2:24][CH2:25]3)=[O:18])[CH:12]=[N:11][C:10]=12)=[O:5])[CH3:2] |f:1.2|. Reported procedure: In the same manner as in Example 1, step 2 and using 3-ethoxycarbonyl-7-hydroxypyrazolo[1,5-a]pyrimidine-6-carboxylic acid (0.436 g, 1.74 mmol) obtained in Example 19, step 2 and 3-oxo-3H-spiro[isobenzofuran-1,4′-piperidine]hydrochloride (Journal of Organic Chemistry, 1976, vol. 15, item 2628, 0.500 g, 2.09 mmol), the title compound (0.680 g, 89%) was obtained. The reactants are CC1(C)COc2c(F)c(F)cc3c(=O)c(C(=O)O)cn1c23, [K+], O=[N+]([O-])[O-], O=S(=O)(O)O. The product is CC1(C)COc2c(F)c(F)c([N+](=O)[O-])c3c(=O)c(C(=O)O)cn1c23. RXN SMILES: [F:1][c:2]1[cH:3][c:4]2[c:5](=[O:21])[c:6]([C:18](=[O:19])[OH:20])[cH:7][n:8]3[c:9]2[c:10]([c:11]1[F:12])[O:13][CH2:14][C:15]3([CH3:16])[CH3:17].[K+:26].[N+:22](=[O:23])([O-:24])[O-:25].[S:27](=[O:28])(=[O:29])([OH:30])[OH:31]>>[F:1][c:2]1[c:3]([N+:22](=[O:23])[O-:24])[c:4]2[c:5](=[O:21])[c:6]([C:18](=[O:19])[OH:20])[cH:7][n:8]3[c:9]2[c:10]([c:11]1[F:12])[O:13][CH2:14][C:15]3([CH3:16])[CH3:17]. Reactants: C(=O)(OC(C)(C)C)N1CCNCC1 (1-Boc-piperazine), [Na+].[I-] (NaI), C(=O)([O-])[O-].[K+].[K+] (K2CO3), C(#N)C1=NC=CC(=C1)CCOS(=O)(=O)C1=CC=CC=C1 (2-cyano-4-[2-(benzenesulfonyloxy)ethyl]pyridine), C(#N)C1=NC=CC(=C1)CCCl (2-cyano-4-(2-chloroethyl)pyridine). Run in O (water), C(C)(=O)OCC (ethyl acetate), CN(C)C=O (DMF). Reaction conditions: temperature 80 celsius. Yields the product C(=O)(OC(C)(C)C)N1CCN(CC1)CCC1=CC(=NC=C1)C#N (1-Boc-4-[2-(2-cyanopyridin-4-yl)ethyl]piperazine). The yield is 70.0%. As a reaction SMILES: [C:1]([N:8]1[CH2:13][CH2:12][NH:11][CH2:10][CH2:9]1)([O:3][C:4]([CH3:7])([CH3:6])[CH3:5])=[O:2].[Na+].[I-].C([O-])([O-])=O.[K+].[K+].[C:22]([C:24]1[CH:29]=[C:28]([CH2:30][CH2:31]OS(C2C=CC=CC=2)(=O)=O)[CH:27]=[CH:26][N:25]=1)#[N:23].C(C1C=C(CCCl)C=CN=1)#N>CN(C=O)C.O.C(OCC)(=O)C>[C:1]([N:8]1[CH2:9][CH2:10][N:11]([CH2:31][CH2:30][C:28]2[CH:27]=[CH:26][N:25]=[C:24]([C:22]#[N:23])[CH:29]=2)[CH2:12][CH2:13]1)([O:3][C:4]([CH3:7])([CH3:6])[CH3:5])=[O:2] |f:1.2,3.4.5|. Procedure details: 1-Boc-piperazine (6.8 g, 36 mmol), NaI (2.7 g, 18 mmol), K2CO3 (3.0 g, 21.6 mmol) and a mixture of 2-cyano-4-[2-(benzenesulfonyloxy)ethyl]pyridine and 2-cyano-4-(2-chloroethyl)pyridine (2:1, 4.5 g, 18 mmol) was dissolved in DMF (50 mL) and heated to 80° C. overnight. The mixture was allowed to cool to room temperature and diluted with water and ethyl acetate. The layers were separated and the water layer extracted with ethyl acetate. The organic layers were combined, washed with water and brine,... RXN SMILES: [CH3:76][c:77]1[cH:78][cH:79][cH:80][cH:81][cH:82]1.[Cl:11][c:12]1[cH:13][cH:14][c:15]2[c:21]([n:22]1)[O:20][CH2:19][CH2:18][N:17]([C:23](=[O:24])[O:25][C:26]([CH3:27])([CH3:28])[CH3:29])[CH2:16]2.[H-:9].[Na+:10].[O:103]=[C:104]([CH:105]=[CH:106][c:107]1[cH:108][cH:109][cH:110][cH:111][cH:112]1)[CH:113]=[CH:114][c:115]1[cH:116][cH:117][cH:118][cH:119][cH:120]1.[O:121]=[C:122]([CH:123]=[CH:124][c:125]1[cH:126][cH:127][cH:128][cH:129][cH:130]1)[CH:131]=[CH:132][c:133]1[cH:134][cH:135][cH:136][cH:137][cH:138]1.[O:85]=[C:86]([CH:87]=[CH:88][c:89]1[cH:90][cH:91][cH:92][cH:93][cH:94]1)[CH:95]=[CH:96][c:97]1[cH:98][cH:99][cH:100][cH:101][cH:102]1.[OH2:139].[OH:1][CH2:2][c:3]1[cH:4][cH:5][cH:6][cH:7][cH:8]1.[Pd:83].[Pd:84].[cH:30]1[cH:31][cH:32][c:33]([P:34]([c:35]2[cH:36][cH:37][c:38]3[c:39]([cH:40][cH:41][cH:42][cH:43]3)[c:44]2-[c:45]2[c:46]3[c:47]([cH:48][cH:49][cH:50][cH:51]3)[cH:52][cH:53][c:54]2[P:55]([c:56]2[cH:57][cH:58][cH:59][cH:60][cH:61]2)[c:62]2[cH:63][cH:64][cH:65][cH:66][cH:67]2)[c:68]2[cH:69][cH:70][cH:71][cH:72][cH:73]2)[cH:74][cH:75]1>>[O:1]([CH2:2][c:3]1[cH:4][cH:5][cH:6][cH:7][cH:8]1)[c:12]1[cH:13][cH:14][c:15]2[c:21]([n:22]1)[O:20][CH2:19][CH2:18][N:17]([C:23](=[O:24])[O:25][C:26]([CH3:27])([CH3:28])[CH3:29])[CH2:16]2. Reactants: Cc1ccccc1, CC(C)(C)OC(=O)N1CCOc2nc(Cl)ccc2C1, [H-], [Na+], O=C(C=Cc1ccccc1)C=Cc1ccccc1, O=C(C=Cc1ccccc1)C=Cc1ccccc1, O=C(C=Cc1ccccc1)C=Cc1ccccc1, O, OCc1ccccc1, [Pd], [Pd], c1ccc(P(c2ccccc2)c2ccc3ccccc3c2-c2c(P(c3ccccc3)c3ccccc3)ccc3ccccc23)cc1. Yields the product CC(C)(C)OC(=O)N1CCOc2nc(OCc3ccccc3)ccc2C1. Reaction SMILES: C[O:2][C:3](=[O:31])[C@H:4]([CH2:23][C:24]1[CH:29]=[CH:28][C:27]([OH:30])=[CH:26][CH:25]=1)[NH:5][C:6](=[O:22])[C@@H:7]1[CH2:11][CH2:10][CH2:9][N:8]1[S:12]([C:15]1[CH:20]=[CH:19][C:18]([CH3:21])=[CH:17][CH:16]=1)(=[O:14])=[O:13].Cl.[CH2:33]([N:35]([CH2:39][CH3:40])[CH2:36][CH2:37]Cl)[CH3:34].C(=O)([O-])[O-].[K+].[K+].[I-].[Na+]>CC(=O)CC>[C:18]1([CH3:21])[CH:19]=[CH:20][C:15]([S:12]([N:8]2[CH2:9][CH2:10][CH2:11][C@H:7]2[C:6]([NH:5][C@H:4]([C:3]([OH:2])=[O:31])[CH2:23][C:24]2[CH:25]=[CH:26][C:27]([O:30][CH2:34][CH2:33][N:35]([CH2:39][CH3:40])[CH2:36][CH3:37])=[CH:28][CH:29]=2)=[O:22])(=[O:14])=[O:13])=[CH:16][CH:17]=1 |f:1.2,3.4.5,6.7|. Yields the product methyl ester, C1(=CC=C(C=C1)S(=O)(=O)N1[C@H](C(=O)N[C@@H](CC2=CC=C(C=C2)OCCN(CC)CC)C(=O)O)CCC1)C (N-(Toluene-4-sulfonyl)-L-prolyl-4-[2-(N,N-diethylamino)ethoxy]-L-phenylalanine). Reactants: C([O-])([O-])=O.[K+].[K+] (potassium carbonate), [I-].[Na+] (sodium iodide), COC([C@@H](NC([C@H]1N(CCC1)S(=O)(=O)C1=CC=C(C=C1)C)=O)CC1=CC=C(C=C1)O)=O (N-(toluene-4-sulfonyl)-L-prolyl-L-tyrosine methyl ester), Cl.C(C)N(CCCl)CC (2-diethylaminoethyl chloride hydrochloride). Run in CC(CC)=O (2-butanone). Procedure details: The methyl ester was prepared via O-alkylation of N-(toluene-4-sulfonyl)-L-prolyl-L-tyrosine methyl ester with 2-diethylaminoethyl chloride hydrochloride in refluxing 2-butanone in the presence of potassium carbonate and sodium iodide. The title compound was prepared using the procedure described in Method 7 as a solid, mp=105-109° C.